From a dataset of the Open Reaction Database (ORD), a public repository of structured organic reaction records. describe an organic reaction: reactants, conditions, products, and yield Starting materials: OC1=CC2=C(OC3=C2C=CC=C3)C=C1 (2-hydroxydibenzofuran), C(C1=CC=CC=C1)OC=1C(OC(C1OCC1=CC=CC=C1)CCO)=O (3,4-dibenzyloxy-5-(2-hydroxyethyl)-2(5H)-furanone), 3,4-dihydroxy-5-[2-(4-phenoxy)phenoxyethyl]-2(5H)-furanone. Yields the product C1=C(C=CC=2OC3=C(C21)C=CC=C3)OCCC3C(=C(C(O3)=O)O)O (5-[2-(dibenzofuran-2-oxy)ethyl]-3,4-dihydroxy-2(5H)-furanone). Yield: 12.3%. RXN SMILES: [OH:1][C:2]1[CH:14]=[CH:13][C:5]2[O:6][C:7]3[CH:12]=[CH:11][CH:10]=[CH:9][C:8]=3[C:4]=2[CH:3]=1.C([O:22][C:23]1[C:24](=[O:39])[O:25][CH:26]([CH2:36][CH2:37]O)[C:27]=1[O:28]CC1C=CC=CC=1)C1C=CC=CC=1>>[CH:3]1[C:4]2[C:8]3[CH:9]=[CH:10][CH:11]=[CH:12][C:7]=3[O:6][C:5]=2[CH:13]=[CH:14][C:2]=1[O:1][CH2:37][CH2:36][CH:26]1[O:25][C:24](=[O:39])[C:23]([OH:22])=[C:27]1[OH:28]. Reported procedure: Mitsunoble coupling of 0.22 g (1.2 mmol) of 2-hydroxydibenzofuran with 0.34 g (1.0 mmol) of 3,4-dibenzyloxy-5-(2-hydroxyethyl)-2(5H)-furanone and subsequent benzyl group deprotection by hydrogenation were performed in a similar manner as described in the synthesis of 3,4-dihydroxy-5-[2-(4-phenoxy)phenoxyethyl]-2(5H)-furanone to provide 40 mg (10% yield) of 5-[2-(dibenzofuran-2-oxy)ethyl]-3,4-dihydroxy-2(5H)-furanone a white solid.: mp 191-192° C. (ether/hexanes), 1H NMR (acetone-d6) δ 8.23-8.18 ...